The task is: describe an organic reaction: reactants, conditions, products, and yield. This data is from the Open Reaction Database (ORD), a public repository of structured organic reaction records. Starting materials: CC(C)(C)O, C#CCC12CCC(=O)C=C1CCC1C3CCC(=O)C3(C)CCC12, CCOC(C)=O. Product: C#CCC12CCC(=O)C=C1C=CC1C3CCC(=O)C3(C)CCC12. RXN SMILES: [C:24]([OH:25])([CH3:26])([CH3:27])[CH3:28].[CH2:1]([C:2]#[CH:3])[C:4]12[CH2:5][CH2:6][C:7](=[O:23])[CH:8]=[C:9]1[CH2:10][CH2:11][CH:12]1[CH:13]3[CH2:14][CH2:15][C:16](=[O:22])[C:17]3([CH3:18])[CH2:19][CH2:20][CH:21]21.[CH3:29][CH2:30][O:31][C:32](=[O:33])[CH3:34]>>[CH2:1]([C:2]#[CH:3])[C:4]12[CH2:5][CH2:6][C:7](=[O:23])[CH:8]=[C:9]1[CH:10]=[CH:11][CH:12]1[CH:13]3[CH2:14][CH2:15][C:16](=[O:22])[C:17]3([CH3:18])[CH2:19][CH2:20][CH:21]21. Starting materials: ClC=1C=CC(=C(C(=O)NCCC2=CC=C(C=O)C=C2)C1)OC (4-[2-(5-chloro-2-methoxybenzamido)-ethyl]-benzaldehyde), C(=O)=O (carbon dioxide), ClC=1C=CC(=C(C(=O)NCCC2=CC=C(C=CC(=O)O)C=C2)C1)OC (4-[2-(5-chloro-2-methoxybenzamido)-ethyl]-cinnamic acid), N1CCCCC1 (piperidine), C(CC(=O)O)(=O)O (malonic acid). The solvent is N1=CC=CC=C1 (pyridine). The product is CC1=C2C=C(NC2=CC=C1)C(=O)NCCC1=CC=C(C=C1)CCCC(=O)O (γ-{4-[2-(4-Methylindole-2-carboxamido)-ethyl]-phenyl}-butyric acid). As a reaction SMILES: Cl[C:2]1[CH:3]=[CH:4][C:5](OC)=[C:6]([CH:20]=1)[C:7]([NH:9][CH2:10][CH2:11][C:12]1[CH:19]=[CH:18][C:15]([CH:16]=O)=[CH:14][CH:13]=1)=[O:8].[NH:23]1[CH2:28][CH2:27]CCC1.[C:29](O)(=O)[CH2:30][C:31]([OH:33])=[O:32].[C:36](=O)=O.ClC1C=CC(OC)=C(C=1)C(NCCC1C=CC(C=CC(O)=O)=CC=1)=O>N1C=CC=CC=1>[CH3:36][C:3]1[CH:2]=[CH:20][CH:27]=[C:28]2[C:4]=1[CH:5]=[C:6]([C:7]([NH:9][CH2:10][CH2:11][C:12]1[CH:13]=[CH:14][C:15]([CH2:16][CH2:29][CH2:30][C:31]([OH:33])=[O:32])=[CH:18][CH:19]=1)=[O:8])[NH:23]2. Procedure details: 31.75 g. 4-[2-(5-chloro-2-methoxybenzamido)-ethyl]-benzaldehyde (m.p. 115°-116° C.) and 1 ml. piperidine are added to 11.5 g. malonic acid in 100 ml. anhydrous pyridine. The reaction mixture is heated on a waterbath until the evolution of carbon dioxide is finished. After cooling, the reaction mixture is poured on to ice/concentrated hydrochloric acid and the precipitate formed is filtered off with suction, whereafter it is recrystallized from ethanol. There are obtained 23.4 g. (about 65% of th...